Dataset: the Open Reaction Database (ORD), a public repository of structured organic reaction records. Task: describe an organic reaction: reactants, conditions, products, and yield The reactants are C(CC)N1CCNCC1 (1-propylpiperazine), O1CCOC2=C1C=CC(=C2)SC2=C(C=C(C=C2)C2=CC=NC=C2)C(F)(F)F (4-(4-(2,3-dihydro-benzo(1,4)dioxin-6-ylsulfanyl)-3-trifluoromethyl-phenyl)-pyridine), OC1CNCC1 (3-hydroxypyrrolidine). Product: title compound, O1CCOC2=C1C=CC(=C2)SC2=C(C=C(C=C2)C2=CC(=NC=C2)N2CCN(CC2)CCC)C(F)(F)F (1-(4-(4-(2,3-Dihydro-benzo(1,4)dioxin-6-ylsulfanyl)-3-trifluoromethyl-phenyl)-pyridin-2-yl)-4-propyl-piperazine). Reaction SMILES: [O:1]1[C:6]2[CH:7]=[CH:8][C:9]([S:11][C:12]3[CH:17]=[CH:16][C:15]([C:18]4[CH:23]=[CH:22][N:21]=[CH:20][CH:19]=4)=[CH:14][C:13]=3[C:24]([F:27])([F:26])[F:25])=[CH:10][C:5]=2[O:4][CH2:3][CH2:2]1.OC1CCNC1.[CH2:34]([N:37]1[CH2:42][CH2:41][NH:40][CH2:39][CH2:38]1)[CH2:35][CH3:36]>>[O:1]1[C:6]2[CH:7]=[CH:8][C:9]([S:11][C:12]3[CH:17]=[CH:16][C:15]([C:18]4[CH:19]=[CH:20][N:21]=[C:22]([N:40]5[CH2:41][CH2:42][N:37]([CH2:34][CH2:35][CH3:36])[CH2:38][CH2:39]5)[CH:23]=4)=[CH:14][C:13]=3[C:24]([F:25])([F:26])[F:27])=[CH:10][C:5]=2[O:4][CH2:3][CH2:2]1. Procedure details: The title compound was prepared according to the procedures of Example 38E, substituting compound 76 with compound 118 (0.033 g, 0.0779 mmol) and 3-hydroxypyrrolidine with 1-propylpiperazine. A yellow solid 135 was obtained (0.033 g, 64%). 1H-NMR (CDCl3, 400 MHz) δ 1.03 (t, J=7.3 Hz, 3H), 1.84-1.92 (m, 2H), 2.30-2.52 (br, 8H), 2.98-3.03 (m, 2H), 4.28-4.34 (m, 4H), 6.87 (s, 1H), 6.94 (d, J=1H), 7.01 (d, J=5.8 Hz, 1H), 7.04 (dd, J=2.2 Hz, 8.4 Hz, 1H), 7.09 (d, J=2.2 Hz, 1H), 7.13 (d, J=8.4 Hz, 1H)... The reactants are FC1=C(C=CC=C1)C1=NC=C(C(=O)O)C=C1 (6-(2-fluorophenyl)nicotinic acid), FC(CN1CCC(CC1)N)(F)F (1-(2,2,2-trifluoroethyl)piperidin-4-amine), CCN=C=NCCCN(C)C (EDAC), C=1C=CC2=C(C1)N=NN2O (HOBT), CN1CCOCC1 (NMM). The solvent is CCOC(=O)C (EtOAc), O (H2O), CC(=O)N(C)C (DMA). Run at time 1 hour. Product: FC1=C(C=CC=C1)C1=NC=C(C(=O)NC2CCN(CC2)CC(F)(F)F)C=C1 (6-(2-Fluorophenyl)-N-[1-(2,2,2-trifluoroethyl)piperidin-4-yl]nicotinamide). RXN SMILES: [F:1][C:2]1[CH:7]=[CH:6][CH:5]=[CH:4][C:3]=1[C:8]1[CH:16]=[CH:15][C:11]([C:12]([OH:14])=O)=[CH:10][N:9]=1.[F:17][C:18]([F:28])([F:27])[CH2:19][N:20]1[CH2:25][CH2:24][CH:23]([NH2:26])[CH2:22][CH2:21]1.CCN=C=NCCCN(C)C.C1C=CC2N(O)N=NC=2C=1.CN1CCOCC1>CCOC(C)=O.O.CC(N(C)C)=O>[F:1][C:2]1[CH:7]=[CH:6][CH:5]=[CH:4][C:3]=1[C:8]1[CH:16]=[CH:15][C:11]([C:12]([NH:26][CH:23]2[CH2:24][CH2:25][N:20]([CH2:19][C:18]([F:28])([F:17])[F:27])[CH2:21][CH2:22]2)=[O:14])=[CH:10][N:9]=1. Reported procedure: To a vial was added 6-(2-fluorophenyl)nicotinic acid (100 mg, 0.46 mmol), 1-(2,2,2-trifluoroethyl)piperidin-4-amine (83.8 mg, 0.46 mmol), EDAC (97.1 mg, 0.51 mmol), HOBT (62.2 mg, 0.46 mmol), DMA (2 mL) and NMM (0.127 mL, 1.15 mmol). The reaction was stirred for 1 hour at room temperature and then diluted with EtOAc (0.2 mL) followed by H2O (4 mL). The resulting solids were washed in H2O and collected by filtration. 1H NMR (400 MHz, DMSO-d6) □ ppm 9.11 (1H, d, J=1.9 Hz), 8.52 (1H, d, J=7.5 Hz), ... Reactants: O (water), OC=1C=C(C=CC1OC)N1C=NC=2C=NC=CC21 (1-(3-hydroxy-4-methoxyphenyl)-1H-imidazo[4,5-c]pyridine), C1(CCCC1)Br (cyclopentylbromide), [H-].[Na+] (NaH). The solvent is CN(C)C=O (DMF). The product is C1(CCCC1)OC=1C=C(C=CC1OC)N1C=NC=2C=NC=CC21 (1-[3-(Cyclopentyloxy)-4-methoxy-phenyl]-1H-imidazo[4,5-c]pyridine). Isolated yield 21.8%. RXN SMILES: [OH:1][C:2]1[CH:3]=[C:4]([N:10]2[C:18]3[CH:17]=[CH:16][N:15]=[CH:14][C:13]=3[N:12]=[CH:11]2)[CH:5]=[CH:6][C:7]=1[O:8][CH3:9].[CH:19]1(Br)[CH2:23][CH2:22][CH2:21][CH2:20]1.[H-].[Na+].O>CN(C=O)C>[CH:19]1([O:1][C:2]2[CH:3]=[C:4]([N:10]3[C:18]4[CH:17]=[CH:16][N:15]=[CH:14][C:13]=4[N:12]=[CH:11]3)[CH:5]=[CH:6][C:7]=2[O:8][CH3:9])[CH2:23][CH2:22][CH2:21][CH2:20]1 |f:2.3|. Procedure details: A solution of 2.05 g of 1-(3-hydroxy-4-methoxyphenyl)-1H-imidazo[4,5-c]pyridine, 2.5 g of cyclopentylbromide and 665 mg of NaH in 20 ml of DMF was stirred at room temperature overnight. The reaction was poured into water and extracted with ethyl acetate, dried to give 1.4 g of crude product. Recrystallization from CH2Cl2 gave 574 mg product. M.P.: 66°-68° C. Starting materials: FC(/C(=C/C1=CC=C(C(=O)OC)C=C1)/C)(F)F (methyl (E)-4-(3,3,3-trifluoro-2-methylprop-1-enyl)benzoate), [OH-].[Na+] (NaOH). Solvent: C1CCOC1 (THF), CO (MeOH). Conditions: time 10 hour. Product: FC(/C(=C/C1=CC=C(C(=O)O)C=C1)/C)(F)F ((E)-4-(3,3,3-trifluoro-2-methylprop-1-enyl)benzoic acid). As a reaction SMILES: [F:1][C:2]([F:17])([F:16])/[C:3](/[CH3:15])=[CH:4]/[C:5]1[CH:14]=[CH:13][C:8]([C:9]([O:11]C)=[O:10])=[CH:7][CH:6]=1.[OH-].[Na+]>C1COCC1.CO>[F:1][C:2]([F:16])([F:17])/[C:3](/[CH3:15])=[CH:4]/[C:5]1[CH:14]=[CH:13][C:8]([C:9]([OH:11])=[O:10])=[CH:7][CH:6]=1 |f:1.2|. Procedure: To a stirred mixture of methyl (E)-4-(3,3,3-trifluoro-2-methylprop-1-enyl)benzoate (60 mg, 0.25 mmol) in THF (5 mL) and MeOH (5 mL) was added a 2N NaOH solution (1 mL). The mixture was stirred at room temperature for 10 h. After removal of the organic solvent in vacuo, the mixture was treated with water and acidified with 1N HCl to pH 2-3. The mixture was extracted with EtOAc (20 mL×3). The combined extracts were washed with brine, dried (Na2SO4), and evaporated. The residue was purified with co... Reactants: NC=1C(=NC=NC1Cl)N[C@@H]1C[C@@H]([C@@H]2[C@H]1OC(O2)(C)C)CN(CCCN2C(C1=CC=CC=C1C2=O)=O)C (2-(3-((((3aR,4R,6R,6aS)-6-((5-amino-6-chloropyrimidin-4-yl)amino)-2,2-dimethyltetrahydro-3aH-cyclopenta[d][1,3]dioxol-4-yl)methyl)(methyl)amino)propyl)isoindoline-1,3-dione), C(OCC)([O-])[O-] (ethyl orthoformate). Reagents/catalysts: C(C)(=O)O (acetic acid). Yields the product ClC1=C2N=CN(C2=NC=N1)[C@@H]1C[C@@H]([C@@H]2[C@H]1OC(O2)(C)C)CN(CCCN2C(C1=CC=CC=C1C2=O)=O)C (2-(3-((((3aR,4R,6R,6aS)-6-(6-chloro-9H-purin-9-yl)-2,2-dimethyltetrahydro-3aH-cyclopenta[d][1,3]dioxol-4-yl)methyl)(methyl)amino)propyl)isoindoline-1,3-dione). The yield is 92.8%. Reaction SMILES: [NH2:1][C:2]1[C:3]([NH:9][C@H:10]2[C@@H:14]3[O:15][C:16]([CH3:19])([CH3:18])[O:17][C@@H:13]3[C@@H:12]([CH2:20][N:21]([CH3:36])[CH2:22][CH2:23][CH2:24][N:25]3[C:33](=[O:34])[C:32]4[C:27](=[CH:28][CH:29]=[CH:30][CH:31]=4)[C:26]3=[O:35])[CH2:11]2)=[N:4][CH:5]=[N:6][C:7]=1[Cl:8].[CH:37]([O-])([O-])OCC>C(O)(=O)C>[Cl:8][C:7]1[N:6]=[CH:5][N:4]=[C:3]2[C:2]=1[N:1]=[CH:37][N:9]2[C@H:10]1[C@@H:14]2[O:15][C:16]([CH3:18])([CH3:19])[O:17][C@@H:13]2[C@@H:12]([CH2:20][N:21]([CH3:36])[CH2:22][CH2:23][CH2:24][N:25]2[C:26](=[O:35])[C:27]3[C:32](=[CH:31][CH:30]=[CH:29][CH:28]=3)[C:33]2=[O:34])[CH2:11]1. Procedure details: A solution of 2-(3-((((3aR,4R,6R,6aS)-6-((5-amino-6-chloropyrimidin-4-yl)amino)-2,2-dimethyltetrahydro-3aH-cyclopenta[d][1,3]dioxol-4-yl)methyl)(methyl)amino)propyl)isoindoline-1,3-dione (0.22 g, 0.39 mmol) in ethyl orthoformate (2.3 mL, 14 mmol) was treated with acetic acid (8 drops) and heated at reflux for 3.25 h; HPLC indicated nearly complete consumption of starting material. The reaction mixture was cooled to rt, diluted with toluene (10 mL), and concentrated in vacuo to remove most of the...